Dataset: the Open Reaction Database (ORD), a public repository of structured organic reaction records. Task: describe an organic reaction: reactants, conditions, products, and yield The reactants are C1(=CC=CC=C1)C(OCCCBr)C1=CC=CC=C1 (1-(diphenylmethoxy)-3-bromopropane), COC=1C=C(C=CC1)C1CNCC1 (3-(3-methoxyphenyl)pyrrolidine), C([O-])([O-])=O.[K+].[K+] (potassium carbonate), [I-].[K+] (potassium iodide). Run in CN(C=O)C (dimethylformamide), CN(C=O)C (dimethylformamide). Reaction conditions: temperature 80 celsius. Yields the product C1(=CC=CC=C1)C(OCCCN1CC(CC1)C1=CC(=CC=C1)OC)C1=CC=CC=C1 (1-[3-(diphenylmethoxy)propyl] 3-(3-methoxyphenyl)pyrrolidine). Yield: 51.3%. As a reaction SMILES: [C:1]1([CH:7]([C:13]2[CH:18]=[CH:17][CH:16]=[CH:15][CH:14]=2)[O:8][CH2:9][CH2:10][CH2:11]Br)[CH:6]=[CH:5][CH:4]=[CH:3][CH:2]=1.[CH3:19][O:20][C:21]1[CH:22]=[C:23]([CH:27]2[CH2:31][CH2:30][NH:29][CH2:28]2)[CH:24]=[CH:25][CH:26]=1.C(=O)([O-])[O-].[K+].[K+].[I-].[K+]>CN(C)C=O>[C:1]1([CH:7]([C:13]2[CH:18]=[CH:17][CH:16]=[CH:15][CH:14]=2)[O:8][CH2:9][CH2:10][CH2:11][N:29]2[CH2:30][CH2:31][CH:27]([C:23]3[CH:24]=[CH:25][CH:26]=[C:21]([O:20][CH3:19])[CH:22]=3)[CH2:28]2)[CH:6]=[CH:5][CH:4]=[CH:3][CH:2]=1 |f:2.3.4,5.6|. Procedure: A solution of 5.3 g (50 mmole) of 1-(diphenylmethoxy)-3-bromopropane in 50 cm3 of dimethylformamide was added to a mixture of 8.8 g (50 mmole) of 3-(3-methoxyphenyl)pyrrolidine, 13.8 g (100 mmole) of potassium carbonate, a few potassium iodide crystals and 250 cm3 of dimethylformamide. The reactive medium was heated to 80° C. for 12 hours and then filtered after it returned to room temperature. The filtrate was concentrated to dryness under reduced pressure. The residue was taken up with ether a...